Dataset: the Open Reaction Database (ORD), a public repository of structured organic reaction records. Task: describe an organic reaction: reactants, conditions, products, and yield Reactants: FC(C(=O)O)(F)F.FC(C(=O)O)(F)F.N1[C@H](CCC1)COC=1C(=NC=CC1)C(=O)OCC ((R)-ethyl 3-(pyrrolidin-2-ylmethoxy)picolinate bis(trifluoroacetic acid) salt), C1(CC1)C1=CC(=NO1)C(=O)O (5-cyclopropylisoxazole-3-carboxylic acid), COC=1C=C(C(=NC1)C(=O)O)OC[C@@H]1N(CCC1)C(=O)[C@@H]1CC[C@H](CC1)C(F)(F)F (5-methoxy-3-(((R)-1-(trans-4-(trifluoromethyl)cyclohexanecarbonyl)pyrrolidin-2-yl)m ethoxy)picolinic acid). Product: C1(CC1)C1=CC(=NO1)C(=O)N1[C@H](CCC1)COC=1C(=NC=CC1)C(=O)OCC ((R)-ethyl 3-((1-(5-cyclopropylisoxazole-3-carbonyl)pyrrolidin-2-yl)methoxy)picolinate). Reaction SMILES: FC(F)(F)C(O)=O.FC(F)(F)C(O)=O.[NH:15]1[CH2:19][CH2:18][CH2:17][C@@H:16]1[CH2:20][O:21][C:22]1[C:23]([C:28]([O:30][CH2:31][CH3:32])=[O:29])=[N:24][CH:25]=[CH:26][CH:27]=1.[CH:33]1([C:36]2[O:40][N:39]=[C:38]([C:41](O)=[O:42])[CH:37]=2)[CH2:35][CH2:34]1.COC1C=C(OC[C@H]2CCCN2C([C@H]2CC[C@H](C(F)(F)F)CC2)=O)C(C(O)=O)=NC=1>>[CH:33]1([C:36]2[O:40][N:39]=[C:38]([C:41]([N:15]3[CH2:19][CH2:18][CH2:17][C@@H:16]3[CH2:20][O:21][C:22]3[C:23]([C:28]([O:30][CH2:31][CH3:32])=[O:29])=[N:24][CH:25]=[CH:26][CH:27]=3)=[O:42])[CH:37]=2)[CH2:35][CH2:34]1 |f:0.1.2|. Reported procedure: The title compound was prepared according to the procedure described in Step 5 of EXAMPLE 31 using (R)-ethyl 3-(pyrrolidin-2-ylmethoxy)picolinate bis(trifluoroacetic acid) salt (EXAMPLE 34 Step 1) and 5-cyclopropylisoxazole-3-carboxylic acid instead of ammonium chloride and 5-methoxy-3-(((R)-1-(trans-4-(trifluoromethyl)cyclohexanecarbonyl)pyrrolidin-2-yl)m ethoxy)picolinic acid. The reactants are C(C)(=O)O[C@H]1C(N(C2=C(S[C@H]1C1=CC=C(C=C1)OC)C1=CC=CC=C1C=C2)CCNC)=O ((+)-cis-3-(acetyloxy)-2,3-dihydro-2-(4-methoxyphenyl)-5-[2-(methylamino)ethyl]naphtho[1,2-b][1,4]thiazepin-4(5H)-one), C(\C=C\C(=O)O)(=O)O (fumaric acid). Solvent: C(C)O (ethanol), C(=O)([O-])[O-].[K+].[K+] (K2CO3), C(C)#N (acetonitrile). The product is C(\C=C\C(=O)O)(=O)O.O[C@H]1C(N(C2=C(S[C@H]1C1=CC=C(C=C1)OC)C1=CC=CC=C1C=C2)CCNC)=O ((+)-cis-2,3-dihydro-3-hydroxy-5-[2-(methylamino)ethyl]-2-(4-methoxyphenyl)naphtho[1,2-b][1,4]thiazepin-4(5H)-one (E)-2-butenedioate). Isolated yield 53.5%. RXN SMILES: C([O:4][C@@H:5]1[C@H:11]([C:12]2[CH:17]=[CH:16][C:15]([O:18][CH3:19])=[CH:14][CH:13]=2)[S:10][C:9]2[C:20]3[C:25]([CH:26]=[CH:27][C:8]=2[N:7]([CH2:28][CH2:29][NH:30][CH3:31])[C:6]1=[O:32])=[CH:24][CH:23]=[CH:22][CH:21]=3)(=O)C.[C:33]([OH:40])(=[O:39])/[CH:34]=[CH:35]/[C:36]([OH:38])=[O:37]>C(O)C.C([O-])([O-])=O.[K+].[K+].C(#N)C>[C:33]([OH:40])(=[O:39])/[CH:34]=[CH:35]/[C:36]([OH:38])=[O:37].[OH:4][C@@H:5]1[C@H:11]([C:12]2[CH:13]=[CH:14][C:15]([O:18][CH3:19])=[CH:16][CH:17]=2)[S:10][C:9]2[C:20]3[C:25]([CH:26]=[CH:27][C:8]=2[N:7]([CH2:28][CH2:29][NH:30][CH3:31])[C:6]1=[O:32])=[CH:24][CH:23]=[CH:22][CH:21]=3 |f:3.4.5,7.8|. Procedure details: A solution of 0.4 g (0.00089 mol) of (+)-cis-3-(acetyloxy)-2,3-dihydro-2-(4-methoxyphenyl)-5-[2-(methylamino)ethyl]naphtho[1,2-b][1,4]thiazepin-4(5H)-one in a mixture of 10 ml of ethanol and 10 ml of 0.5M K2CO3 was heated at 70°-80° for one hour. The mixture was concentrated to a low volume under reduced pressure, diluted with water (saturated with NaCl) and extracted with ethyl acetate. The combined ethyl acetate solutions were washed with brine, dried (MgSO4) and the solvent was removed. The r... As a reaction SMILES: [Br-:24].[CH3:25][Mg+:26].[F:1][C:2]([c:3]1[cH:4][c:5]2[cH:6][n:7]([CH2:14][O:15][CH2:16][CH2:17][Si:18]([CH3:19])([CH3:20])[CH3:21])[n:8][c:9]2[c:10]([CH:12]=[O:13])[cH:11]1)([F:22])[F:23].[O:27]1[CH2:28][CH2:29][CH2:30][CH2:31]1>>[F:1][C:2]([c:3]1[cH:4][c:5]2[cH:6][n:7]([CH2:14][O:15][CH2:16][CH2:17][Si:18]([CH3:19])([CH3:20])[CH3:21])[n:8][c:9]2[c:10]([CH:12]([OH:13])[CH3:25])[cH:11]1)([F:22])[F:23]. The reactants are [Br-], C[Mg+], C[Si](C)(C)CCOCn1cc2cc(C(F)(F)F)cc(C=O)c2n1, C1CCOC1. Product: CC(O)c1cc(C(F)(F)F)cc2cn(COCC[Si](C)(C)C)nc12. The reactants are C(C)OC1=CC=C(C=C1)S(=O)(=O)Cl (4-(ethyloxy)benzenesulfonyl chloride), CC=1C=CC2=C(C3N(CCNC3)C2=O)N1 (2-methyl-8,9,10,10a-tetrahydropyrido[2′,3′:3,4]pyrrolo[1,2-a]pyrazin-5(7H)-one), CC=1C=CC2=C(C3N(CCNC3)C2=O)N1 (2-methyl-8,9,10,10a-tetrahydropyrido[2′,3′:3,4]pyrrolo[1,2-a]pyrazin-5(7H)-one), CCN(C(C)C)C(C)C (DIPEA). The solvent is C(Cl)Cl (DCM). Conditions: time 30 minute. Yields the product C(C)OC1=CC=C(C=C1)S(=O)(=O)N1CC2N(CC1)C(C1=C2N=C(C=C1)C)=O (9-{[4-(Ethyloxy)phenyl]sulfonyl}-2-methyl-8,9,10,10a-tetrahydropyrido[2′,3′:3,4]pyrrolo[1,2-a]pyrazin-5(7H)-one). Yield: 62.9%. As a reaction SMILES: [CH3:1][C:2]1[CH:3]=[CH:4][C:5]2[C:13](=[O:14])[N:8]3[CH2:9][CH2:10][NH:11][CH2:12][CH:7]3[C:6]=2[N:15]=1.CCN(C(C)C)C(C)C.[CH2:25]([O:27][C:28]1[CH:33]=[CH:32][C:31]([S:34](Cl)(=[O:36])=[O:35])=[CH:30][CH:29]=1)[CH3:26]>C(Cl)Cl>[CH2:25]([O:27][C:28]1[CH:29]=[CH:30][C:31]([S:34]([N:11]2[CH2:10][CH2:9][N:8]3[C:13](=[O:14])[C:5]4[CH:4]=[CH:3][C:2]([CH3:1])=[N:15][C:6]=4[CH:7]3[CH2:12]2)(=[O:36])=[O:35])=[CH:32][CH:33]=1)[CH3:26]. Reported procedure: To a suspension of 2-methyl-8,9,10,10a-tetrahydropyrido[2′,3′:3,4]pyrrolo[1,2-a]pyrazin-5(7H)-one (may be prepared as described in Intermediate 8; 70 mg) in DCM (5 mL) was added DIPEA (0.241 mL, 1.378 mmol). To this was added 4-(ethyloxy)benzenesulfonyl chloride (80 mg) and this was allowed to stir at room temperature for 30 minutes. The reaction mixture was partitioned between DCM and saturated sodium bicarbonate solution in a hydrophobic frit. The aqueous layer was re-extracted with DCM. The c...